Dataset: the Open Reaction Database (ORD), a public repository of structured organic reaction records. Task: describe an organic reaction: reactants, conditions, products, and yield Starting materials: FC1=CC=C(C=C1)C(O)(C1CCNCC1)C1=CC=CC=C1 (α-(p-fluorophenyl)-α-phenyl-4-piperidinemethanol), C(C)(=O)C1=CC(=C(OCCCCl)C=C1)OC (3-(p-acetyl-o-methoxyphenoxy)propyl chloride), C([O-])(O)=O.[Na+] (sodium bicarbonate). Run in CN(C=O)C (dimethylformamide). Product: FC1=CC=C(C=C1)C(C1CCN(CC1)CCCOC1=C(C=C(C=C1)C(C)=O)OC)(C1=CC=CC=C1)O (1-[4-[3-[4-[(4-Fluorophenyl)hydroxyphenylmethyl]-1-piperidinyl]propoxy]-3-methoxyphenyl]ethanone). The yield is 27.4%. RXN SMILES: [F:1][C:2]1[CH:7]=[CH:6][C:5]([C:8]([C:16]2[CH:21]=[CH:20][CH:19]=[CH:18][CH:17]=2)([CH:10]2[CH2:15][CH2:14][NH:13][CH2:12][CH2:11]2)[OH:9])=[CH:4][CH:3]=1.[C:22]([C:25]1[CH:35]=[CH:34][C:28]([O:29][CH2:30][CH2:31][CH2:32]Cl)=[C:27]([O:36][CH3:37])[CH:26]=1)(=[O:24])[CH3:23].C(=O)(O)[O-].[Na+]>CN(C)C=O>[F:1][C:2]1[CH:7]=[CH:6][C:5]([C:8]([OH:9])([C:16]2[CH:17]=[CH:18][CH:19]=[CH:20][CH:21]=2)[CH:10]2[CH2:15][CH2:14][N:13]([CH2:32][CH2:31][CH2:30][O:29][C:28]3[CH:34]=[CH:35][C:25]([C:22](=[O:24])[CH3:23])=[CH:26][C:27]=3[O:36][CH3:37])[CH2:12][CH2:11]2)=[CH:4][CH:3]=1 |f:2.3|. Procedure details: A mixture of 6.5 g (0.023 mole) of α-(p-fluorophenyl)-α-phenyl-4-piperidinemethanol, 5.5 g (0.023 mole) of 3-(p-acetyl-o-methoxyphenoxy)propyl chloride and 1.92 g (0.023 mole) of sodium bicarbonate in 80 ml of dimethylformamide was heated at 100°-110° C. for 2 hrs. The reaction mixture was cooled and filtered and the dimethylformamide was removed at reduced pressure. The residual oil was dissolved in chloroform and filtered. The chloroform was removed at reduced pressure. The solid residue which... Starting materials: Cl.Cl.N12CC(C(CC1)CC2)OC2=CC=C(C=C2)N (4-[(1-azabicyclo[2.2.2]-oct-3-yl)oxy]benzenamine dihydrochloride), C(C)(=O)OC(C)=O (acetic anhydride), crude product. Run in N1=CC=CC=C1 (pyridine). The product is Cl.N12CC(C(CC1)CC2)OC2=CC=C(C=C2)NC(C)=O (N-[4-[(1-azabicyclo[2.2.2]-oct-3-yl)oxy]phenyl]acetamide hydrochloride). RXN SMILES: [ClH:1].Cl.[N:3]12[CH2:10][CH2:9][CH:6]([CH2:7][CH2:8]1)[CH:5]([O:11][C:12]1[CH:17]=[CH:16][C:15]([NH2:18])=[CH:14][CH:13]=1)[CH2:4]2.[C:19](OC(=O)C)(=[O:21])[CH3:20]>N1C=CC=CC=1>[ClH:1].[N:3]12[CH2:8][CH2:7][CH:6]([CH2:9][CH2:10]1)[CH:5]([O:11][C:12]1[CH:17]=[CH:16][C:15]([NH:18][C:19](=[O:21])[CH3:20])=[CH:14][CH:13]=1)[CH2:4]2 |f:0.1.2,5.6|. Procedure details: 4-[(1-azabicyclo[2.2.2]oct-3-yl)oxy]benzenamine (Example 3) was acetylated with acetic anhydride in dry pyridine at -10° C. The crude product was converted into the hydrochloric salt to obtain N-[4-[(1-azabicyclo[2.2.2]-oct-3-yl)oxy]phenyl]acetamide hydrochloride. M.p. >250° C.